This data is from the Open Reaction Database (ORD), a public repository of structured organic reaction records. The task is: describe an organic reaction: reactants, conditions, products, and yield Reactants: ClC=1C=C2C=NN(C2=C(C1)CO)CC(C)C ((5-Chloro-1-isobutyl-1H-indazole-7-yl)-methanol), COC(=O)C=1C=C2C(=NC1)NN=C2 (1H-pyrazolo[3,4-b]pyridine-5-carboxylic acid methyl ester), heterocycle. Product: COC(=O)C=1C=C2C(=NC1)N(N=C2)CC=2C=C(C=C1C=NN(C21)CC(C)C)Cl (1-(5-Chloro-1-isobutyl-1H-indazol-7-ylmethyl)-1H-pyrazolo[3,4-b]pyridine-5-carboxylic acid methyl ester). The yield is 53.0%. RXN SMILES: [Cl:1][C:2]1[CH:3]=[C:4]2[C:8](=[C:9]([CH2:11]O)[CH:10]=1)[N:7]([CH2:13][CH:14]([CH3:16])[CH3:15])[N:6]=[CH:5]2.[CH3:17][O:18][C:19]([C:21]1[CH:22]=[C:23]2[CH:29]=[N:28][NH:27][C:24]2=[N:25][CH:26]=1)=[O:20]>>[CH3:17][O:18][C:19]([C:21]1[CH:22]=[C:23]2[CH:29]=[N:28][N:27]([CH2:11][C:9]3[CH:10]=[C:2]([Cl:1])[CH:3]=[C:4]4[C:8]=3[N:7]([CH2:13][CH:14]([CH3:16])[CH3:15])[N:6]=[CH:5]4)[C:24]2=[N:25][CH:26]=1)=[O:20]. Procedure: Compound 33 was prepared following general method 3A, using compound 17 as a starting material and 1H-pyrazolo[3,4-b]pyridine-5-carboxylic acid methyl ester as the heterocycle. Yield: 53%. Starting materials: [OH-].[Na+] (sodium hydroxide), ClC1=C(C=CC(=C1)F)N1C(C(=CC=C1C)C#N)=O (1-(2-chloro-4-fluorophenyl)-6-methyl-2-oxo-1,2-dihydropyridine-3-carbonitrile), ClC1=C(C=CC(=C1)F)N1C(C(=C(C=C1)C)C#N)=O (1-(2-chloro-4-fluorophenyl)-4-methyl-2-oxo-1,2-dihydropyridine-3-carbonitrile), S(O)(O)(=O)=O (sulfuric acid). The solvent is O (water). Reaction conditions: temperature 100 celsius, time 18 hour. Yields the product ClC1=C(C=CC(=C1)F)N1C(C(=CC=C1C)C(=O)O)=O (1-(2-chloro-4-fluorophenyl)-6-methyl-2-oxo-1,2-dihydropyridine-3-carboxylic acid). The yield is 55.0%. RXN SMILES: [Cl:1][C:2]1[CH:7]=[C:6]([F:8])[CH:5]=[CH:4][C:3]=1[N:9]1[C:14]([CH3:15])=[CH:13][CH:12]=[C:11]([C:16]#N)[C:10]1=[O:18].ClC1C=C(F)C=CC=1N1C=CC(C)=C(C#N)C1=[O:36].S(=O)(=O)(O)O.[OH-:42].[Na+]>O>[Cl:1][C:2]1[CH:7]=[C:6]([F:8])[CH:5]=[CH:4][C:3]=1[N:9]1[C:14]([CH3:15])=[CH:13][CH:12]=[C:11]([C:16]([OH:36])=[O:42])[C:10]1=[O:18] |f:3.4|. Procedure details: To a mixture of 1-(2-chloro-4-fluorophenyl)-6-methyl-2-oxo-1,2-dihydropyridine-3-carbonitrile, 1-(2-chloro-4-fluorophenyl)-4-methyl-2-oxo-1,2-dihydropyridine-3-carbonitrile (0.75 g, 3.80 mmol) and water (5 mL) was added conc. sulfuric acid (5 mL) at 0° C., and the mixture was stirred at 100° C. for 18 hr. After cooling to 0° C., the mixture was basified (pH 11) with 8N aqueous sodium hydroxide solution and washed with ethyl acetate. The aqueous layer was acidified (pH 4) with 5N hydrochloric aci... Starting materials: O=Cc1ccc(Br)nc1, CCO, Cl, NO, [Na+], O=C([O-])O, O. Product: ON=Cc1ccc(Br)nc1. Reaction SMILES: [Br:9][c:10]1[n:11][cH:12][c:13]([CH:16]=[O:17])[cH:14][cH:15]1.[CH3:19][CH2:20][OH:21].[ClH:1].[NH2:2][OH:3].[Na+:8].[O-:4][C:5]([OH:6])=[O:7].[OH2:18]>>[N:2]([OH:3])=[CH:16][c:13]1[cH:12][n:11][c:10]([Br:9])[cH:15][cH:14]1. RXN SMILES: [Br:17][CH2:18][c:19]1[cH:20][cH:21][c:22](-[c:25]2[c:26](-[c:31]3[n:32][n:33][n:34][n:35]3[C:36]([c:37]3[cH:38][cH:39][cH:40][cH:41][cH:42]3)([c:43]3[cH:44][cH:45][cH:46][cH:47][cH:48]3)[c:49]3[cH:50][cH:51][cH:52][cH:53][cH:54]3)[cH:27][cH:28][cH:29][cH:30]2)[cH:23][cH:24]1.[CH2:1]([CH2:2][CH2:3][CH3:4])[c:5]1[nH:6][c:7]2[cH:8][cH:9][c:10]([I:16])[cH:11][c:12]2[c:13](=[O:15])[n:14]1.[CH3:55][O-:56].[Li+:57].[O:58]1[CH2:59][CH2:60][CH2:61][CH2:62]1>>[CH2:1]([CH2:2][CH2:3][CH3:4])[c:5]1[n:6][c:7]2[cH:8][cH:9][c:10]([I:16])[cH:11][c:12]2[c:13](=[O:15])[n:14]1[CH2:18][c:19]1[cH:20][cH:21][c:22](-[c:25]2[c:26](-[c:31]3[n:32][n:33][n:34][n:35]3[C:36]([c:37]3[cH:38][cH:39][cH:40][cH:41][cH:42]3)([c:43]3[cH:44][cH:45][cH:46][cH:47][cH:48]3)[c:49]3[cH:50][cH:51][cH:52][cH:53][cH:54]3)[cH:27][cH:28][cH:29][cH:30]2)[cH:23][cH:24]1. The product is CCCCc1nc2ccc(I)cc2c(=O)n1Cc1ccc(-c2ccccc2-c2nnnn2C(c2ccccc2)(c2ccccc2)c2ccccc2)cc1. Starting materials: BrCc1ccc(-c2ccccc2-c2nnnn2C(c2ccccc2)(c2ccccc2)c2ccccc2)cc1, CCCCc1nc(=O)c2cc(I)ccc2[nH]1, C[O-], [Li+], C1CCOC1. The reactants are CC(CC(C#CC)O)CCCC(C)C (6,10-dimethylundec-2-yn-4-ol), C(CC)(=O)O (propionic acid), C(C)O (ethanol). Yields the product CC(CC(=O)OCC)=C=CCC(CCCC(C)C)C (ethyl 3,7,11-trimethyldodeca-3,4-dienoate). RXN SMILES: [CH3:1][CH:2]([CH2:9][CH2:10][CH2:11][CH:12]([CH3:14])[CH3:13])[CH2:3][CH:4](O)[C:5]#[C:6][CH3:7].[C:15]([OH:19])(=[O:18])[CH2:16]C.[CH2:20](O)[CH3:21]>>[CH3:7][C:6](=[C:5]=[CH:4][CH2:3][CH:2]([CH3:1])[CH2:9][CH2:10][CH2:11][CH:12]([CH3:14])[CH3:13])[CH2:16][C:15]([O:19][CH2:20][CH3:21])=[O:18]. Reported procedure: A mixture of 18.5 g. of 6,10-dimethylundec-2-yn-4-ol, 80 g. of triethylorthacetate and 0.75 g. of propionic acid is refluxed under a spinning band column to remove ethanol as it is formed. After the elimination of ethanol is about complete, the crude reaction product is distilled under vacuum to yield ethyl 3,7,11-trimethyldodeca-3,4-dienoate. Alternatively, the crude reaction product is purified by chromatography on silica. The reactants are CC(C)(S(=O)(=O)C)C1=NC(=NC(=C1)N1CCOCC1)C1=CC=C(C=C1)NC(OC(C)(C)C)=O (Tert-butyl (4-{4-[1-methyl-1-(methylsulfonyl)ethyl]-6-morpholin-4-ylpyrimidin-2-yl}phenyl)carbamate), FC(C(=O)O)(F)F (trifluoroacetic acid). Solvent: C(Cl)Cl (DCM), C(Cl)Cl (DCM). Run at time 2 hour. Product: CC(C)(S(=O)(=O)C)C1=NC(=NC(=C1)N1CCOCC1)C1=CC=C(C=C1)N ((4-{4-[1-Methyl-1-(methylsulfonyl)ethyl]-6-morpholin-4-ylpyrimidin-2-yl}phenyl)amine). Yield: 102.2%. RXN SMILES: [CH3:1][C:2]([C:8]1[CH:13]=[C:12]([N:14]2[CH2:19][CH2:18][O:17][CH2:16][CH2:15]2)[N:11]=[C:10]([C:20]2[CH:25]=[CH:24][C:23]([NH:26]C(=O)OC(C)(C)C)=[CH:22][CH:21]=2)[N:9]=1)([S:4]([CH3:7])(=[O:6])=[O:5])[CH3:3].FC(F)(F)C(O)=O>C(Cl)Cl>[CH3:3][C:2]([C:8]1[CH:13]=[C:12]([N:14]2[CH2:19][CH2:18][O:17][CH2:16][CH2:15]2)[N:11]=[C:10]([C:20]2[CH:21]=[CH:22][C:23]([NH2:26])=[CH:24][CH:25]=2)[N:9]=1)([S:4]([CH3:7])(=[O:5])=[O:6])[CH3:1]. Reported procedure: Tert-butyl (4-{4-[1-methyl-1-(methylsulfonyl)ethyl]-6-morpholin-4-ylpyrimidin-2-yl}phenyl)carbamate (2.6 g, 5.46 mmol) was dissolved in DCM (20 mL) and trifluoroacetic acid (10 mL) was added. The reaction mixture was stirred at room temperature for 2 hours then diluted with DCM (20 mL) and washed with saturated aqueous sodium bicarbonate (20 mL). Organic phase collected, dried over magnesium sulphate, filtered and concentrated in vacuo to give the desired material as a cream solid (2.1 g). Reactants: FC1=CC=C(C=C1)[N+](=O)[O-] (4-fluoronitrobenzene), methyl ester, N1C(=CC=C1)C(=O)O (pyrrole-2-carboxylic acid), N1C(=CC=C1)C(=O)O (pyrrole-2-carboxylic acid), ice water, C(C)(=O)OCC (ethyl acetate), [H-].[Na+] (NaH). The solvent is CN(C)C=O (DMF), CN(C)C=O (DMF), CN(C)C=O (DMF). Reaction conditions: temperature 80 celsius, time 1 hour. Yields the product [N+](=O)([O-])C1=CC=C(C=C1)N1C(=CC=C1)C(=O)OCC (Ethyl 1-(4-nitrophenyl)-1H-pyrrole-2-carboxylate). Isolated yield 49.0%. RXN SMILES: [NH:1]1[CH:5]=[CH:4][CH:3]=[C:2]1[C:6]([OH:8])=[O:7].[H-].[Na+].F[C:12]1[CH:17]=[CH:16][C:15]([N+:18]([O-:20])=[O:19])=[CH:14][CH:13]=1.[C:21](OCC)(=O)[CH3:22]>CN(C=O)C>[N+:18]([C:15]1[CH:16]=[CH:17][C:12]([N:1]2[CH:5]=[CH:4][CH:3]=[C:2]2[C:6]([O:8][CH2:21][CH3:22])=[O:7])=[CH:13][CH:14]=1)([O-:20])=[O:19] |f:1.2|. Reported procedure: 0.9 g (7.2 mmol) of the methyl ester of pyrrole-2-carboxylic acid (prepared in a standard fashion by the esterification of commercial pyrrole-2-carboxylic acid) diluted with 10 ml of dry DMF is added dropwise at 0° C., under an inert atmosphere, to a suspension of 0.3 g (7.4 mmol) of NaH at 60% in 15 ml of dry DMF. After agitation for one hour at 23° C., a solution of 1.01 g (7.2 mmol) of 4-fluoronitrobenzene in 10 ml of dry DMF is added dropwise. The reaction mixture is then heated for 3 hours ... Reactants: CC(=O)OC(C)=O, CC(C)NC1=NS(=O)(=O)c2cc(N)ccc2N1, C1COCCO1, O. Yields the product CC(=O)Nc1ccc2c(c1)S(=O)(=O)N=C(NC(C)C)N2. RXN SMILES: [CH3:18][C:19](=[O:20])[O:21][C:22](=[O:23])[CH3:24].[NH2:1][c:2]1[cH:3][c:4]2[c:5]([cH:16][cH:17]1)[NH:6][C:7]([NH:12][CH:13]([CH3:14])[CH3:15])=[N:8][S:9]2(=[O:10])=[O:11].[O:26]1[CH2:27][CH2:28][O:29][CH2:30][CH2:31]1.[OH2:25]>>[NH:1]([c:2]1[cH:3][c:4]2[c:5]([cH:16][cH:17]1)[NH:6][C:7]([NH:12][CH:13]([CH3:14])[CH3:15])=[N:8][S:9]2(=[O:10])=[O:11])[C:19]([CH3:18])=[O:20].